Dataset: the Open Reaction Database (ORD), a public repository of structured organic reaction records. Task: describe an organic reaction: reactants, conditions, products, and yield Reactants: CO (methanol), Cl (hydrochloric acid), ClC1=CC=C(C=C1)\C(=C/C1=C(C=C(C=C1)Cl)Cl)\C(OC)OC ((E)-2-(4-chlorophenyl)-1-(2,4-dichlorophenyl)-3,3-dimethoxyprop-1-ene). Run in O (water), O (water). Product: ClC1=CC=C(C=C1)/C(/C=O)=C\C1=C(C=C(C=C1)Cl)Cl ((E)-2-(4-chlorophenyl)-3-(2,4-dichlorophenyl)-acrolein). Isolated yield 98.0%. Reaction SMILES: CO.Cl.[Cl:4][C:5]1[CH:10]=[CH:9][C:8](/[C:11](/[CH:21](OC)[O:22]C)=[CH:12]\[C:13]2[CH:18]=[CH:17][C:16]([Cl:19])=[CH:15][C:14]=2[Cl:20])=[CH:7][CH:6]=1>O>[Cl:4][C:5]1[CH:10]=[CH:9][C:8](/[C:11](=[CH:12]\[C:13]2[CH:18]=[CH:17][C:16]([Cl:19])=[CH:15][C:14]=2[Cl:20])/[CH:21]=[O:22])=[CH:7][CH:6]=1. Procedure: Thereafter, a mixture of 1,000 ml of distilled water, 500 ml of methanol, 50 ml (59.7 g; 0.62 mole) of concentrated hydrochloric acid and 350 g (0.98 mole) of (E)-2-(4-chlorophenyl)-1-(2,4-dichlorophenyl)-3,3-dimethoxyprop-1-ene (I) is refluxed for 4 hours, while stirring. The mixture is cooled to room temperature and 1,000 ml of water are then added, while stirring. 300 g (0.96 mole; 98% of theory) of (E)-2-(4-chlorophenyl)-3-(2,4-dichlorophenyl)-acrolein are isolated in the form of pale yellow... Run at time 1 hour. Yields the product Cl.Cl.ClC1=CC=C(CN2C[C@@H](CC2)NC=2N=CC(=NC2)/C=C/C(=O)NO)C=C1 ((2E)-3-(5-{[(3R)-1-(4-chlorobenzyl)-3-pyrrolidinyl]amino}-2-pyrazinyl)-N-hydroxyacrylamide dihydrochloride). RXN SMILES: [Cl:1][C:2]1[CH:32]=[CH:31][C:5]([CH2:6][N:7]2[CH2:11][CH2:10][C@@H:9]([NH:12][C:13]3[N:14]=[CH:15][C:16](/[CH:19]=[CH:20]/[C:21]([NH:23][O:24]C4CCCCO4)=[O:22])=[N:17][CH:18]=3)[CH2:8]2)=[CH:4][CH:3]=1.[ClH:33]>CO>[ClH:1].[ClH:33].[Cl:1][C:2]1[CH:3]=[CH:4][C:5]([CH2:6][N:7]2[CH2:11][CH2:10][C@@H:9]([NH:12][C:13]3[N:14]=[CH:15][C:16](/[CH:19]=[CH:20]/[C:21]([NH:23][OH:24])=[O:22])=[N:17][CH:18]=3)[CH2:8]2)=[CH:31][CH:32]=1 |f:3.4.5|. Procedure: To a solution of (2E)-3-(5-{[(3R)-1-(4-chlorobenzyl)-3-pyrrolidinyl]amino}-2-pyrazinyl)-N-(tetrahydro-2H-pyran-2-yloxy)acrylamide (1.43 g) in methanol (16 mL) was added hydrogen chloride in methanol (6.24 mL). After stirring at room temperature for 1 hour, the reaction mixture was evaporated in vacuo and triturated with ethyl acetate to give (2E)-3-(5-{[(3R)-1-(4-chlorobenzyl)-3-pyrrolidinyl]amino}-2-pyrazinyl)-N-hydroxyacrylamide dihydrochloride (1.40 g). Solvent: CO (methanol), CO (methanol). Reactants: ClC1=CC=C(CN2C[C@@H](CC2)NC=2N=CC(=NC2)/C=C/C(=O)NOC2OCCCC2)C=C1 ((2E)-3-(5-{[(3R)-1-(4-chlorobenzyl)-3-pyrrolidinyl]amino}-2-pyrazinyl)-N-(tetrahydro-2H-pyran-2-yloxy)acrylamide), Cl (hydrogen chloride). Starting materials: CCOC(=O)COc1cccc(Nc2cc(Nc3cccc(C)c3)ncn2)c1, CCO, O, OCCNCCO. Yields the product Cc1cccc(Nc2cc(Nc3cccc(OCC(=O)N(CCO)CCO)c3)ncn2)c1. Reaction SMILES: [CH3:1][c:2]1[cH:3][c:4]([NH:5][c:6]2[cH:7][c:8]([NH:12][c:13]3[cH:14][c:15]([O:19][CH2:20][C:21](=[O:22])[O:23][CH2:24][CH3:25])[cH:16][cH:17][cH:18]3)[n:9][cH:10][n:11]2)[cH:26][cH:27][cH:28]1.[CH3:37][CH2:38][OH:39].[OH2:36].[OH:29][CH2:30][CH2:31][NH:32][CH2:33][CH2:34][OH:35]>>[CH3:1][c:2]1[cH:3][c:4]([NH:5][c:6]2[cH:7][c:8]([NH:12][c:13]3[cH:14][c:15]([O:19][CH2:20][C:21](=[O:22])[N:32]([CH2:31][CH2:30][OH:29])[CH2:33][CH2:34][OH:35])[cH:16][cH:17][cH:18]3)[n:9][cH:10][n:11]2)[cH:26][cH:27][cH:28]1. Reactants: ON=C(C)C1=NC=CC2=CC(=C(C=C12)OC)O (1-(1-hydroxyiminoethyl)-6-hydroxy-7-methoxyisoquinoline), OC1=C(CBr)C=CC=C1OC (2-hydroxy-3-methoxybenzyl bromide). Product: [Br-].OC1=CC=2C(=C3C(=C4C(=C[N+]3=CC2)C(=C(C=C4)OC)O)C)C=C1OC (3,9-dihydroxy-2,10-dimethoxy-13-methyldibenzo[a,g] quinolizinium bromide). Reaction SMILES: ON=[C:3]([C:5]1[C:14]2[C:9](=[CH:10][C:11]([OH:17])=[C:12]([O:15][CH3:16])[CH:13]=2)[CH:8]=[CH:7][N:6]=1)[CH3:4].[OH:18][C:19]1[C:26]([O:27][CH3:28])=[CH:25][CH:24]=[CH:23][C:20]=1[CH2:21][Br:22]>>[Br-:22].[OH:17][C:11]1[C:12]([O:15][CH3:16])=[CH:13][C:14]2=[C:5]3[N+:6](=[CH:7][CH:8]=[C:9]2[CH:10]=1)[CH:21]=[C:20]1[C:19]([OH:18])=[C:26]([O:27][CH3:28])[CH:25]=[CH:24][C:23]1=[C:3]3[CH3:4] |f:2.3|. Procedure: The procedure of Example 1 is repeated except that 1-(1-hydroxyiminoethyl)-6-hydroxy-7-methoxyisoquinoline and 2-hydroxy-3-methoxybenzyl bromide are used as the starting materials. m.p. 211°-217° C. (with decomposition).